Dataset: the Open Reaction Database (ORD), a public repository of structured organic reaction records. Task: describe an organic reaction: reactants, conditions, products, and yield Starting materials: C(C)C1=CC=C(C=C1)C1CC(CN(C1)C(=O)N1CCC(CC1)O)C(=O)O (5-(4-Ethylphenyl)-1-[(4-hydroxypiperidin-1-yl)carbonyl]piperidine-3-carboxylic acid), OC1(CC(=CC=C1)C(F)(F)F)C(N)=N (1-hydroxy-3-(trifluoromethyl)benzenecarboximidamide). Product: C(C)C1=CC=C(C=C1)C1CN(CC(C1)C1=NC(=NO1)C1=CC(=CC=C1)C(F)(F)F)C(=O)N1CCC(CC1)O ([3-(4-Ethylphenyl)-5-{3-[3-(trifluoromethyl)phenyl]-1,2,4-oxadiazol-5-yl}piperidin-1-yl](4-hydroxypiperidin-1-yl)methanone). Reaction SMILES: [CH2:1]([C:3]1[CH:8]=[CH:7][C:6]([CH:9]2[CH2:14][N:13]([C:15]([N:17]3[CH2:22][CH2:21][CH:20]([OH:23])[CH2:19][CH2:18]3)=[O:16])[CH2:12][CH:11]([C:24]([OH:26])=O)[CH2:10]2)=[CH:5][CH:4]=1)[CH3:2].O[C:28]1([C:38](=[NH:40])[NH2:39])[CH:33]=[CH:32][CH:31]=[C:30]([C:34]([F:37])([F:36])[F:35])[CH2:29]1>>[CH2:1]([C:3]1[CH:4]=[CH:5][C:6]([CH:9]2[CH2:10][CH:11]([C:24]3[O:26][N:40]=[C:38]([C:28]4[CH:33]=[CH:32][CH:31]=[C:30]([C:34]([F:35])([F:36])[F:37])[CH:29]=4)[N:39]=3)[CH2:12][N:13]([C:15]([N:17]3[CH2:18][CH2:19][CH:20]([OH:23])[CH2:21][CH2:22]3)=[O:16])[CH2:14]2)=[CH:7][CH:8]=1)[CH3:2]. Procedure: 80 mg (0.22 mmol) of 5-(4-ethylphenyl)-1-[(4-hydroxypiperidin-1-yl)carbonyl]piperidine-3-carboxylic acid (Example 59A) and 68 mg (0.33 mmol) of 1-hydroxy-3-(trifluoromethyl)benzenecarboximidamide were reacted according to the General Method 2. Yield: 75 mg (64% of theory) Starting materials: CN1N=C(C(=C1)C1=CC=CC=C1)C(=O)NCCNC(OC(C)(C)C)=O (t-butyl [2-(1-methyl-4-phenyl-3-pyrazolecarboxamido)ethyl]carbamate), FC(C(=O)O)(F)F (trifluoroacetic acid), Cl (hydrochloride). Yields the product Cl.NCCNC(=O)C1=NN(C=C1C1=CC=CC=C1)C (N-(2-aminoethyl)-1-methyl-4-phenyl-3-pyrazolecarboxamide hydrochloride). Isolated yield 90.4%. RXN SMILES: [CH3:1][N:2]1[CH:6]=[C:5]([C:7]2[CH:12]=[CH:11][CH:10]=[CH:9][CH:8]=2)[C:4]([C:13]([NH:15][CH2:16][CH2:17][NH:18]C(=O)OC(C)(C)C)=[O:14])=[N:3]1.FC(F)(F)C(O)=O.[ClH:33]>>[ClH:33].[NH2:18][CH2:17][CH2:16][NH:15][C:13]([C:4]1[C:5]([C:7]2[CH:12]=[CH:11][CH:10]=[CH:9][CH:8]=2)=[CH:6][N:2]([CH3:1])[N:3]=1)=[O:14] |f:3.4|. Procedure details: In an analoqous manner to that described in Examples 16 and 17, from 4.6 g (13.4 mmol) of t-butyl [2-(1-methyl-4-phenyl-3-pyrazolecarboxamido)ethyl]carbamate there were obtained, after cleavage of the t-butoxycarbonyl group with trifluoroacetic acid and working-up, 4.8 g of the crude hydrochloride. Recrystallization from ethanol/diethyl ether yielded 3.4 g (90%) of N-(2-aminoethyl)-1-methyl-4-phenyl-3-pyrazolecarboxamide hydrochloride as white crystals, melting point 182°. Starting materials: Cl.N12C[C@@H](C(CC1)CC2)NC(=O)C=2OC1=C(C2)C=CC=C1Br (N-[(3R)-1-azabicyclo[2.2.2]oct-3-yl]-7-bromo-1-benzofuran-2-carboxamide hydrochloride), OCC=1C=C(C=CC1)B(O)O (3-(hydroxymethyl)phenylboronic acid), C([O-])([O-])=O.[Na+].[Na+] (sodium carbonate). The reagents and catalysts are C1=CC=C(C=C1)P([C-]2C=CC=C2)C3=CC=CC=C3.C1=CC=C(C=C1)P([C-]2C=CC=C2)C3=CC=CC=C3.Cl[Pd]Cl.[Fe+2] (PdCl2(dppf)), C1=CC=C(C=C1)P([C-]2C=CC=C2)C3=CC=CC=C3.C1=CC=C(C=C1)P([C-]2C=CC=C2)C3=CC=CC=C3.Cl[Pd]Cl.[Fe+2] (PdCl2(dppf)). The solvent is CN(C)C=O (DMF). Reaction conditions: temperature 60 celsius, time 18 hour. The product is Cl.N12C[C@@H](C(CC1)CC2)NC(=O)C=2OC1=C(C2)C=CC=C1C1=CC(=CC=C1)CO (N-[(3R)-1-Azabicyclo[2.2.2]oct-3-yl]-7-[3-(hydroxymethyl)phenyl]-1-benzofuran-2-carboxamide hydrochloride). Reaction SMILES: [ClH:1].[N:2]12[CH2:9][CH2:8][CH:5]([CH2:6][CH2:7]1)[C@@H:4]([NH:10][C:11]([C:13]1[O:14][C:15]3[C:21](Br)=[CH:20][CH:19]=[CH:18][C:16]=3[CH:17]=1)=[O:12])[CH2:3]2.[OH:23][CH2:24][C:25]1[CH:26]=[C:27](B(O)O)[CH:28]=[CH:29][CH:30]=1.C(=O)([O-])[O-].[Na+].[Na+]>C1C=CC(P(C2C=CC=CC=2)[C-]2C=CC=C2)=CC=1.C1C=CC(P(C2C=CC=CC=2)[C-]2C=CC=C2)=CC=1.Cl[Pd]Cl.[Fe+2].CN(C=O)C>[ClH:1].[N:2]12[CH2:9][CH2:8][CH:5]([CH2:6][CH2:7]1)[C@@H:4]([NH:10][C:11]([C:13]1[O:14][C:15]3[C:21]([C:29]4[CH:28]=[CH:27][CH:26]=[C:25]([CH2:24][OH:23])[CH:30]=4)=[CH:20][CH:19]=[CH:18][C:16]=3[CH:17]=1)=[O:12])[CH2:3]2 |f:0.1,3.4.5,6.7.8.9,11.12|. Reported procedure: 150 mg (0.43 mmol) of N-[(3R)-1-azabicyclo[2.2.2]oct-3-yl]-7-bromo-1-benzofuran-2-carboxamide hydrochloride (Example 30A) and 65.3 mg (0.43 mmol) of 3-(hydroxymethyl)phenylboronic acid are introduced into 1.5 ml of DMF. Addition of 0.64 ml of 2 M sodium carbonate solution and 17.5 mg (0.02 mmol) of PdCl2(dppf) is followed by heating at 60° C. for 18 h. A further 17.5 mg (0.02 mmol) of PdCl2(dppf) are added and the mixture is stirred at 90° C. for a further 18 h. After cooling, the reaction mixtu... The reactants are CI, [H-], [Na+], CN(C)C=O, COc1ccccc1C1CCC(CO)N1C(=O)OCc1ccccc1. The product is COCC1CCC(c2ccccc2OC)N1C(=O)OCc1ccccc1. As a reaction SMILES: [CH3:26][I:27].[H-:29].[Na+:28].[O:30]=[CH:31][N:32]([CH3:33])[CH3:34].[OH:1][CH2:2][CH:3]1[N:4]([C:16](=[O:17])[O:18][CH2:19][c:20]2[cH:21][cH:22][cH:23][cH:24][cH:25]2)[CH:5]([c:8]2[c:9]([O:14][CH3:15])[cH:10][cH:11][cH:12][cH:13]2)[CH2:6][CH2:7]1>>[O:1]([CH2:2][CH:3]1[N:4]([C:16](=[O:17])[O:18][CH2:19][c:20]2[cH:21][cH:22][cH:23][cH:24][cH:25]2)[CH:5]([c:8]2[c:9]([O:14][CH3:15])[cH:10][cH:11][cH:12][cH:13]2)[CH2:6][CH2:7]1)[CH3:26]. Reactants: O=C([O-])O, C1CCOC1, CC(=O)OC(C)=O, CN(Cc1cn(C)c2ccccc12)C(=O)C=Cc1ccc(N)nc1, [Na+]. Product: CC(=O)Nc1ccc(C=CC(=O)N(C)Cc2cn(C)c3ccccc23)cn1. RXN SMILES: [C:32](=[O:33])([OH:34])[O-:35].[CH2:37]1[O:38][CH2:39][CH2:40][CH2:41]1.[CH3:1][C:2](=[O:3])[O:4][C:5](=[O:6])[CH3:7].[NH2:8][c:9]1[cH:10][cH:11][c:12]([CH:15]=[CH:16][C:17](=[O:18])[N:19]([CH3:20])[CH2:21][c:22]2[cH:23][n:24]([CH3:31])[c:25]3[cH:26][cH:27][cH:28][cH:29][c:30]23)[cH:13][n:14]1.[Na+:36]>>[CH3:1][C:2](=[O:3])[NH:8][c:9]1[cH:10][cH:11][c:12]([CH:15]=[CH:16][C:17](=[O:18])[N:19]([CH3:20])[CH2:21][c:22]2[cH:23][n:24]([CH3:31])[c:25]3[cH:26][cH:27][cH:28][cH:29][c:30]23)[cH:13][n:14]1. The reactants are CCCCCCCCCOc1cc(CCl)cc(OCCCCCCCCC)c1, [N-]=[N+]=[N-], [Na+], CN(C)C=O. Product: CCCCCCCCCOc1cc(CN=[N+]=[N-])cc(OCCCCCCCCC)c1. As a reaction SMILES: [CH2:5]([CH2:6][CH2:7][CH2:8][CH2:9][CH2:10][CH2:11][CH2:12][CH3:13])[O:14][c:15]1[cH:16][c:17]([CH2:18][Cl:19])[cH:20][c:21]([O:23][CH2:24][CH2:25][CH2:26][CH2:27][CH2:28][CH2:29][CH2:30][CH2:31][CH3:32])[cH:22]1.[N-:2]=[N+:3]=[N-:4].[Na+:1].[O:33]=[CH:34][N:35]([CH3:36])[CH3:37]>>[N:2](=[N+:3]=[N-:4])[CH2:18][c:17]1[cH:16][c:15]([O:14][CH2:5][CH2:6][CH2:7][CH2:8][CH2:9][CH2:10][CH2:11][CH2:12][CH3:13])[cH:22][c:21]([O:23][CH2:24][CH2:25][CH2:26][CH2:27][CH2:28][CH2:29][CH2:30][CH2:31][CH3:32])[cH:20]1. Starting materials: CC1(CO)Cc2c(cc(C(C)(C)C)c(O)c2C(C)(C)C)O1, ClCCl, C[Si](C)(C)OS(=O)(=O)C(F)(F)F, O. Yields the product CC1(CO)Cc2c(cc(C(C)(C)C)c(O[Si](C)(C)C)c2C(C)(C)C)O1. Reaction SMILES: [C:1]([CH3:2])([CH3:3])([CH3:4])[c:5]1[c:6]([OH:21])[c:7]([C:17]([CH3:18])([CH3:19])[CH3:20])[cH:8][c:9]2[c:10]1[CH2:11][C:12]([CH3:14])([CH2:15][OH:16])[O:13]2.[Cl:35][CH2:36][Cl:37].[F:22][C:23]([F:24])([F:25])[S:26]([O:27][Si:28]([CH3:29])([CH3:30])[CH3:31])(=[O:32])=[O:33].[OH2:34]>>[C:1]([CH3:2])([CH3:3])([CH3:4])[c:5]1[c:6]([O:21][Si:28]([CH3:29])([CH3:30])[CH3:31])[c:7]([C:17]([CH3:18])([CH3:19])[CH3:20])[cH:8][c:9]2[c:10]1[CH2:11][C:12]([CH3:14])([CH2:15][OH:16])[O:13]2. Starting materials: NC=1C=C2CC(NC2=CC1)=O (5-amino-2-oxindole), C1(=CC=CC=C1)CCC=O (3-phenylpropanal). The product is C1(=CC=CC=C1)CCCNC=1C=C2CC(NC2=CC1)=O (5-(3-Phenylpropyl)amino-2-oxindole). Reaction SMILES: [NH2:1][C:2]1[CH:3]=[C:4]2[C:8](=[CH:9][CH:10]=1)[NH:7][C:6](=[O:11])[CH2:5]2.[C:12]1([CH2:18][CH2:19][CH:20]=O)[CH:17]=[CH:16][CH:15]=[CH:14][CH:13]=1>>[C:12]1([CH2:18][CH2:19][CH2:20][NH:1][C:2]2[CH:3]=[C:4]3[C:8](=[CH:9][CH:10]=2)[NH:7][C:6](=[O:11])[CH2:5]3)[CH:17]=[CH:16][CH:15]=[CH:14][CH:13]=1. Procedure details: By reaction of 5-amino-2-oxindole (1.48 g) with 3-phenylpropanal using the procedure of Example 1, the title compound (1.20 g) was prepared.